This data is from the Open Reaction Database (ORD), a public repository of structured organic reaction records. The task is: describe an organic reaction: reactants, conditions, products, and yield Yields the product NC=1SC=C(N1)C(=O)O (2-amino-4-thiazolecarboxylic acid). Procedure: Thiazole derivative IIb can be prepared according to any of a variety of methods. Ester of 2-amino-4- and 5-thiazolecarboxylic acids can be prepared by any method described in "Heterocyclic Compound", Elderfield, 5, 624. For example, reaction of bromopyruvic acid with thiourea gives 2-amino-4-thiazolecarboxylic acid (J. Am. Chem. Soc. 68, 266 (1946)) which is subjected to the Gattermann reaction to give 2-halogeno derivatives. Ester of 2-halogeno-5-methyl-4-thiazolecarboxylic acid can be obtaine... RXN SMILES: S1C=CN=C1.Br[CH2:7][C:8](=O)[C:9]([OH:11])=[O:10].[NH2:13][C:14]([NH2:16])=[S:15]>>[NH2:16][C:14]1[S:15][CH:7]=[C:8]([C:9]([OH:11])=[O:10])[N:13]=1. Starting materials: S1C=NC=C1 (Thiazole), Heterocyclic Compound, Ester, 5-thiazolecarboxylic acids, BrCC(C(=O)O)=O (bromopyruvic acid), NC(=S)N (thiourea). Reactants: C(C=C)(=O)O (acrylic acid), polystyrene, C=CC1=CC=CC=C1 (styrene), S(=O)(=O)([O-])OOS(=O)(=O)[O-].[Na+].[Na+] (sodium persulfate), [OH-].[Na+] (sodium hydroxide), S(=O)(=O)(OCCCCCCCCCCCC)[O-].[Na+] (sodium dodecyl sulfate), O (water), S(=O)(=O)(OCCCCCCCCCCCC)[O-].[Na+] (sodium dodecyl sulfate), C=C1C(=O)OCC1 (α-methylene-γ-butyrolactone), O (water). Reaction conditions: temperature 73 celsius, time 60 minute. Product: C=C1C(=O)OCC1.C(=CC1=CC=CC=C1)C=CC(=O)O (α-methylene-γ-butyrolactone styrene-acrylic acid). RXN SMILES: O.S([O-])([O:5][CH2:6][CH2:7][CH2:8][CH2:9][CH2:10][CH2:11][CH2:12][CH2:13][CH2:14][CH2:15][CH2:16]C)(=O)=O.[Na+].[CH2:20]=[C:21]1[CH2:26][CH2:25][O:24][C:22]1=[O:23].C=CC1C=CC=CC=1.C(O)(=[O:38])C=C.S(OOS([O-])(=O)=O)([O-])(=O)=O.[Na+].[Na+].[OH-].[Na+]>>[CH2:20]=[C:21]1[CH2:26][CH2:25][O:24][C:22]1=[O:23].[CH:9]([CH:8]=[CH:7][C:6]([OH:5])=[O:38])=[CH:10][C:11]1[CH:12]=[CH:13][CH:14]=[CH:15][CH:16]=1 |f:1.2,6.7.8,9.10,11.12|. Procedure details: To a 100 mL round bottom flask equipped with a magnetic stir bar was added 8.825 g (0.490 mol) water and 0.117 g (4.06×10−4 mol) sodium dodecyl sulfate (20% aqueous solution). The mixture was heated under flowing nitrogen to 73° C., at which time a monomer mixture consisting of 3.079 g (3.14×10−2 mol) α-methylene-γ-butyrolactone, 1.082 g styrene (1.04×10−2 mol) and 0.220 g (3.66×10−3 mol) acrylic acid was added via syringe pump over 130 minutes. After 10 minutes of monomer mixture addition, an a... The product is C(#N)C1=C(C=C(C=C1F)C1=NC=C(C=N1)C1=CC=C(C=C1)[C@@H]1CC[C@H](CC1)C)F (2-(4'-cyano-3',5'-difluorophenyl)-5-[4'-(trans-4"-methylcyclohexyl) phenyl] pyrimidine). The reactants are C(#N)C1=C(C=C(C=C1F)C1=NC=C(C=N1)C1=CC=C(C=C1)[C@@H]1CC[C@H](CC1)CC)F (2-(4'-cyano-3',5'-difluorophenyl)-5-[4'-(trans-4"-ethylcyclohexyl) phenyl] pyrimidine), C(#N)C1=C(C=C(C=C1F)C1=NC=C(C=N1)C1=CC=C(C=C1)[C@@H]1CC[C@H](CC1)CCCCCC)F (2-(4'-cyano-3',5'-difluorophenyl)-5-[4'-(trans-4"-hexylcyclohexyl) phenyl] pyrimidine). Procedure details: 2-(4'-cyano-3',5'-difluorophenyl)-5-[4'-(trans-4"-ethylcyclohexyl) phenyl] pyrimidine ##STR37## 2-(4'-cyano-3',5'-difluorophenyl)-5-[4'-(trans-4"-butylcyclohexyl) phenyl] pyrimidine ##STR38## 2-(4'-cyano-3',5'-difluorophenyl)-5-[4'-(trans-4"-pentylcyclohexyl) phenyl] pyrimidine ##STR39## 2-(4'-cyano-3',5'-difluorophenyl)-5-[4'-(trans-4"-hexylcyclohexyl) phenyl] pyrimidine RXN SMILES: [C:1]([C:3]1[C:8]([F:9])=[CH:7][C:6]([C:10]2[N:15]=[CH:14][C:13]([C:16]3[CH:21]=[CH:20][C:19]([C@H:22]4[CH2:27][CH2:26][C@H:25]([CH2:28]C)[CH2:24][CH2:23]4)=[CH:18][CH:17]=3)=[CH:12][N:11]=2)=[CH:5][C:4]=1[F:30])#[N:2].C(C1C(F)=CC(C2N=CC(C3C=CC([C@H]4CC[C@H](CCCCCC)CC4)=CC=3)=CN=2)=CC=1F)#N>>[C:1]([C:3]1[C:8]([F:9])=[CH:7][C:6]([C:10]2[N:11]=[CH:12][C:13]([C:16]3[CH:21]=[CH:20][C:19]([C@H:22]4[CH2:27][CH2:26][C@H:25]([CH3:28])[CH2:24][CH2:23]4)=[CH:18][CH:17]=3)=[CH:14][N:15]=2)=[CH:5][C:4]=1[F:30])#[N:2]. Procedure: In 20 mL of anhydrous tetrahydrofuran, was dissolved 2.00 g (6.02 mmol) of 2,2'-(2,3-dimethoxy-1,4-phenylene)-bis(4,4-dimethyl-2-oxazoline). Thereto, 16.4 mL of 0.92M ethylmagnesium bromide solution (15.1 mmol) in tetrahydrofuran was added dropwise with ice cooling in 30 minutes, and the mixture was stirred at room temperature for 2 hours. To the reaction liquid, were added successively 10 mL of aqueous saturated ammonium chloride solution and 30 mL of water. The product was extracted from the m... RXN SMILES: CO[C:3]1[C:8](OC)=[C:7]([C:11]2[O:12][CH2:13][C:14]([CH3:17])([CH3:16])[N:15]=2)[CH:6]=[CH:5][C:4]=1[C:18]1[O:19][CH2:20][C:21]([CH3:24])([CH3:23])[N:22]=1.[CH2:25]([Mg]Br)[CH3:26].[Cl-].[NH4+].O.O1CC[CH2:34][CH2:33]1>>[CH2:33]([C:8]1[C:3]([CH2:25][CH3:26])=[C:4]([C:18]2[O:19][CH2:20][C:21]([CH3:23])([CH3:24])[N:22]=2)[CH:5]=[CH:6][C:7]=1[C:11]1[O:12][CH2:13][C:14]([CH3:16])([CH3:17])[N:15]=1)[CH3:34] |f:2.3|. Isolated yield 100.0%. Starting materials: C(C)[Mg]Br (ethylmagnesium bromide), O1CCCC1 (tetrahydrofuran), [Cl-].[NH4+] (ammonium chloride), O (water), COC1=C(C=CC(=C1OC)C=1OCC(N1)(C)C)C=1OCC(N1)(C)C (2,2'-(2,3-dimethoxy-1,4-phenylene)-bis(4,4-dimethyl-2-oxazoline)), O1CCCC1 (tetrahydrofuran). Product: C(C)C1=C(C=CC(=C1CC)C=1OCC(N1)(C)C)C=1OCC(N1)(C)C (2,2'-(2,3-diethyl-1,4-phenylene)-bis(4,4-dimethyl-2-oxazoline)). Run at time 2 hour.